Dataset: the Open Reaction Database (ORD), a public repository of structured organic reaction records. Task: describe an organic reaction: reactants, conditions, products, and yield The reactants are FC=1C=C(C=CC1)S(=O)(=O)Cl (3-Fluorobenzenesulphonyl chloride), COC(C1=C(C=C(C=C1)NC(=O)C1=CC=C2CCCNC2=C1)Cl)=O (2-chloro-4-[(1,2,3,4-tetrahydro-quinoline-7-carbonyl)-amino]-benzoic acid methyl ester), N1=CC=CC=C1 (pyridine). Solvent: ClCCl (dichloromethane). Reaction conditions: time 16 hour. The product is COC(C1=C(C=C(C=C1)NC(=O)C1=CC=C2CCCN(C2=C1)S(=O)(=O)C1=CC(=CC=C1)F)Cl)=O (2-chloro-4-{[1-(3-fluoro-benzenesulfonyl)-1,2,3,4-tetrahydro-quinoline-7-carbonyl]-amino}-benzoic acid methyl ester). Reaction SMILES: [F:1][C:2]1[CH:3]=[C:4]([S:8](Cl)(=[O:10])=[O:9])[CH:5]=[CH:6][CH:7]=1.[CH3:12][O:13][C:14](=[O:35])[C:15]1[CH:20]=[CH:19][C:18]([NH:21][C:22]([C:24]2[CH:33]=[C:32]3[C:27]([CH2:28][CH2:29][CH2:30][NH:31]3)=[CH:26][CH:25]=2)=[O:23])=[CH:17][C:16]=1[Cl:34].N1C=CC=CC=1>ClCCl>[CH3:12][O:13][C:14](=[O:35])[C:15]1[CH:20]=[CH:19][C:18]([NH:21][C:22]([C:24]2[CH:33]=[C:32]3[C:27]([CH2:28][CH2:29][CH2:30][N:31]3[S:8]([C:4]3[CH:5]=[CH:6][CH:7]=[C:2]([F:1])[CH:3]=3)(=[O:10])=[O:9])=[CH:26][CH:25]=2)=[O:23])=[CH:17][C:16]=1[Cl:34]. Reported procedure: 3-Fluorobenzenesulphonyl chloride (0.027 g, 0.137 mmol, 1.05 equiv.) was added to a mixture of 2-chloro-4-[(1,2,3,4-tetrahydro-quinoline-7-carbonyl)-amino]-benzoic acid methyl ester (0.045 g, 0.130 mmol) and pyridine (0.1 ml) in dichloromethane (2 ml) and the mixture shaken for 16 hours. The solution was washed with saturated sodium hydrogen carbonate (2 ml) and 1M aqueous HCl (2 ml) then dried over magnesium sulphate. The solution was evaporated to afford the crude 2-chloro-4-{[1-(3-fluoro-benz... Starting materials: NC1=C(C=CC(=C1)Br)O (2-Amino-4-bromophenol), BrCC(=O)Br (bromo acetyl bromide), O=C1COC2=C(N1)C=C(C=C2)C#N (3-oxo-3,4-dihydro-2H-1,4-benzoxazine-6-carbonitrile). Yields the product BrC=1C=CC2=C(NC(CO2)=O)C1 (6-Bromo-2H-1,4-benzoxazin-3(4H)-one). Reaction SMILES: [NH2:1][C:2]1[CH:7]=[C:6]([Br:8])[CH:5]=[CH:4][C:3]=1[OH:9].Br[CH2:11][C:12](Br)=[O:13].O=C1NC2C=C(C#N)C=CC=2OC1>>[Br:8][C:6]1[CH:5]=[CH:4][C:3]2[O:9][CH2:11][C:12](=[O:13])[NH:1][C:2]=2[CH:7]=1. Procedure details: 2-Amino-4-bromophenol (2.1 g, 11 mmol) and bromo acetyl bromide (1.4 mL, 16.5 mmol) were reacted according to the procedure for Intermediate 60 to afford product as a solid, 2.1 g (85%). Reactants: COC(=O)C=1C(=C2C=C(C(N(C2=CN1)CC(CC)CC)=O)Br)O (3-bromo-1-(2-ethyl-butyl)-5-hydroxy-2-oxo-1,2-dihydro-[1,7]naphthyridine-6-carboxylic acid methyl ester), C1(=CC=CC=C1)[Sn](CCCC)(CCCC)CCCC (PhSnBu3), Cl (HCl), CCOC(=O)C (EtOAc). The reagents and catalysts are Cl[Pd]([P](C1=CC=CC=C1)(C2=CC=CC=C2)C3=CC=CC=C3)([P](C4=CC=CC=C4)(C5=CC=CC=C5)C6=CC=CC=C6)Cl (PdCl2(PPh3)2). The solvent is CN(C)C=O (DMF), [Cl-].[Na+].O (brine). Run at temperature 120 celsius. Yields the product COC(=O)C=1C(=C2C=C(C(N(C2=CN1)CC(CC)CC)=O)C1=CC=CC=C1)O (1-(2-Ethyl-butyl)-5-hydroxy-2-oxo-3-phenyl-1,2-dihydro-[1,7]naphthyridine-6-carboxylic acid methyl ester). Isolated yield 56.6%. As a reaction SMILES: [CH3:1][O:2][C:3]([C:5]1[C:6]([OH:23])=[C:7]2[C:12](=[CH:13][N:14]=1)[N:11]([CH2:15][CH:16]([CH2:19][CH3:20])[CH2:17][CH3:18])[C:10](=[O:21])[C:9](Br)=[CH:8]2)=[O:4].[C:24]1([Sn](CCCC)(CCCC)CCCC)[CH:29]=[CH:28][CH:27]=[CH:26][CH:25]=1.CCOC(C)=O.Cl>CN(C=O)C.[Cl-].[Na+].O.Cl[Pd](Cl)([P](C1C=CC=CC=1)(C1C=CC=CC=1)C1C=CC=CC=1)[P](C1C=CC=CC=1)(C1C=CC=CC=1)C1C=CC=CC=1>[CH3:1][O:2][C:3]([C:5]1[C:6]([OH:23])=[C:7]2[C:12](=[CH:13][N:14]=1)[N:11]([CH2:15][CH:16]([CH2:19][CH3:20])[CH2:17][CH3:18])[C:10](=[O:21])[C:9]([C:24]1[CH:29]=[CH:28][CH:27]=[CH:26][CH:25]=1)=[CH:8]2)=[O:4] |f:5.6.7,^1:60,79|. Procedure details: A mixture of 3-bromo-1-(2-ethyl-butyl)-5-hydroxy-2-oxo-1,2-dihydro-[1,7]naphthyridine-6-carboxylic acid methyl ester (500 mg, 1.3 mmol), PhSnBu3 (0.51 mL, 1.6 mmol), and PdCl2(PPh3)2 (183 mg, 0.26 mmol) in DMF (25 mL) was heated at 120° C. under nitrogen atmosphere for 3 h. After the mixture was cooled to r.t., brine and EtOAc were added. 1 M HCl was added until pH was about 3. The aqueous layer was extracted with additional EtOAc and the organic layers were combined, washed with water and brine...